describe an organic reaction: reactants, conditions, products, and yield From a dataset of the Open Reaction Database (ORD), a public repository of structured organic reaction records. The reactants are BrCc1cccnc1, Br, [H-], Nc1ncc2sc(=O)[nH]c2n1, [Na+], CN(C)C=O. The product is Nc1ncc2sc(=O)n(Cc3cccnc3)c2n1. As a reaction SMILES: [Br:15][CH2:16][c:17]1[cH:18][n:19][cH:20][cH:21][cH:22]1.[BrH:14].[H-:12].[NH2:1][c:2]1[n:3][cH:4][c:5]2[c:6]([n:7]1)[nH:8][c:9](=[O:11])[s:10]2.[Na+:13].[O:23]=[CH:24][N:25]([CH3:26])[CH3:27]>>[NH2:1][c:2]1[n:3][cH:4][c:5]2[c:6]([n:7]1)[n:8]([CH2:16][c:17]1[cH:18][n:19][cH:20][cH:21][cH:22]1)[c:9](=[O:11])[s:10]2. Starting materials: Cc1c(N(C)C(=O)C(F)(F)F)nc2ccc([N+](=O)[O-])cn12, O=C(O)c1ccc(-c2ccc(C(F)(F)F)cc2)cc1. Yields the product Cc1c(N(C)C(=O)C(F)(F)F)nc2ccc(NC(=O)c3ccc(-c4ccc(C(F)(F)F)cc4)cc3)cn12. As a reaction SMILES: [F:1][C:2]([C:3](=[O:4])[N:5]([c:6]1[n:7][c:8]2[n:9]([cH:10][c:11]([N+:14]([O-:15])=[O:16])[cH:12][cH:13]2)[c:17]1[CH3:18])[CH3:19])([F:20])[F:21].[F:22][C:23]([c:24]1[cH:25][cH:26][c:27](-[c:30]2[cH:31][cH:32][c:33]([C:36](=[O:37])[OH:38])[cH:34][cH:35]2)[cH:28][cH:29]1)([F:39])[F:40]>>[F:1][C:2]([C:3](=[O:4])[N:5]([c:6]1[n:7][c:8]2[n:9]([cH:10][c:11]([NH:14][C:36]([c:33]3[cH:32][cH:31][c:30](-[c:27]4[cH:26][cH:25][c:24]([C:23]([F:22])([F:39])[F:40])[cH:29][cH:28]4)[cH:35][cH:34]3)=[O:37])[cH:12][cH:13]2)[c:17]1[CH3:18])[CH3:19])([F:20])[F:21]. The product is BrC1=CC=C(C=C1)NC(C1=C(C=CC=C1F)F)=N (N-(4-Bromo-phenyl)-2,6-difluoro-benzamidine). Procedure details: 4-bromoaniline (1.72 g, 10 mmol) was placed into a three-neck reactor, and the reactor was flushed with argon for 20 min. 50 mL anhydrous toluene was added. After cooling to 0° C., trimethylaluminum (7.5 mL, 2.0M solution in toluene, 15 mmol) was added slowly to keep the inner temperature below 18° C. After addition, the reaction mixture was warmed to room temperature and then stirred for additional 2 hrs. A solution of 2,6-difluorobenzonitrile (2.78 g, 20 mmol) in 50 mL anhydrous toluene was ad... Starting materials: BrC1=CC=C(N)C=C1 (4-bromoaniline), C[Al](C)C (trimethylaluminum), FC1=C(C#N)C(=CC=C1)F (2,6-difluorobenzonitrile). The yield is 77.1%. Run at temperature 0 celsius, time 2 hour. As a reaction SMILES: [Br:1][C:2]1[CH:8]=[CH:7][C:5]([NH2:6])=[CH:4][CH:3]=1.C[Al](C)C.[F:13][C:14]1[CH:21]=[CH:20][CH:19]=[C:18]([F:22])[C:15]=1[C:16]#[N:17]>C1(C)C=CC=CC=1.C(Cl)(Cl)Cl.CO>[Br:1][C:2]1[CH:8]=[CH:7][C:5]([NH:6][C:16](=[NH:17])[C:15]2[C:14]([F:13])=[CH:21][CH:20]=[CH:19][C:18]=2[F:22])=[CH:4][CH:3]=1 |f:4.5|. Run in C(Cl)(Cl)Cl.CO (CHCl3 MeOH), C1(=CC=CC=C1)C (toluene). Starting materials: C(C)(C)(C)OP(=O)(OC(C)(C)C)C(C1=CC=C(CC(NC(=O)OCC2=CC=CC=C2)C(=O)OC)C=C1)F (Methyl 4-[bis(tert-Butoxy)phosphoryl-fluoromethyl]-N -(benzyloxycarbonyl)-D,L-phenylalaninate). The reagents and catalysts are [Pd] (Pd). Run in CO (MeOH). Reaction conditions: time 30 minute. Yields the product C(C)(C)(C)OP(=O)(OC(C)(C)C)C(C1=CC=C(CC(N)C(=O)OC)C=C1)F (Methyl 4-[bis(tert-Butoxy)phosphoryl-fluoromethyl]-D,L-phenylalaninate). The yield is 99.3%. RXN SMILES: [C:1]([O:5][P:6]([CH:13]([F:37])[C:14]1[CH:36]=[CH:35][C:17]([CH2:18][CH:19]([C:31]([O:33][CH3:34])=[O:32])[NH:20]C(OCC2C=CC=CC=2)=O)=[CH:16][CH:15]=1)([O:8][C:9]([CH3:12])([CH3:11])[CH3:10])=[O:7])([CH3:4])([CH3:3])[CH3:2]>CO.[Pd]>[C:9]([O:8][P:6]([CH:13]([F:37])[C:14]1[CH:15]=[CH:16][C:17]([CH2:18][CH:19]([C:31]([O:33][CH3:34])=[O:32])[NH2:20])=[CH:35][CH:36]=1)([O:5][C:1]([CH3:3])([CH3:2])[CH3:4])=[O:7])([CH3:10])([CH3:11])[CH3:12]. Reported procedure: Compound 20 (1.09 g, 2.03 mmol) in anhydrous MeOH (50 mL) is hydrogenated over 10% Pd.C (436 mg) under H2 (45 psi) in a Parr apparatus. The vessel is evacuated and replenished with H2 at approximately 30 minute intervals. After 4 hours, the mixture is removed, filtered through celite and solvent removed under reduced pressure, yielding crude 21 (813 mg). Purification by silica gel chromatography affords pure 21 (694 mg, 85%). Reactants: C1(=CC=CC=C1)NN (Phenylhydrazine), CSC(=CC(=O)C1=C(C=C(C=C1Cl)C(F)(F)F)Cl)SC (3,3-bis[methylthio]-1-(2,6-dichloro-4-trifluoromethylphenyl)-2-propen-1-one). Run in C(C)O (ethanol). The product is ClC1=C(C(=CC(=C1)C(F)(F)F)Cl)C1=NN(C(=C1)SC)C1=CC=CC=C1 (3-(2,6-dichloro-4-trifluoromethylphenyl)-5-methylsulfenyl-1-phenylpyrazole), oil. Yield: 43.6%. As a reaction SMILES: [C:1]1([NH:7][NH2:8])[CH:6]=[CH:5][CH:4]=[CH:3][CH:2]=1.[CH3:9][S:10][C:11](SC)=[CH:12][C:13]([C:15]1[C:20]([Cl:21])=[CH:19][C:18]([C:22]([F:25])([F:24])[F:23])=[CH:17][C:16]=1[Cl:26])=O>C(O)C>[Cl:21][C:20]1[CH:19]=[C:18]([C:22]([F:23])([F:24])[F:25])[CH:17]=[C:16]([Cl:26])[C:15]=1[C:13]1[CH:12]=[C:11]([S:10][CH3:9])[N:7]([C:1]2[CH:6]=[CH:5][CH:4]=[CH:3][CH:2]=2)[N:8]=1. Procedure details: Phenylhydrazine (0.11 ml) was added to a solution of 0.8 g of 3,3-bis[methylthio]-1-(2,6-dichloro-4-trifluoromethylphenyl)-2-propen-1-one in 10 ml of ethanol at room temperature, and the mixture was refluxed for 1 hour. The solvent was distilled of under reduced pressure to obtain a residue, which was purified by column chromatography on silica gel (eluent: ether/hexane=1/6), giving 0.17 g of the desired compound in the form of a pale brown oil (yield 43.6%). The reactants are C[O-].[Na+] (sodium methoxide), C(C)O (ethanol), NC(=S)N (thiourea), C(CC)(=O)CC(=O)OC (methyl propionylacetate). The solvent is O (water). Reaction conditions: time 5 minute. The product is SC1=NC(=CC(N1)=O)CC (2-mercapto-6-ethylpyrimidine-4-one). Isolated yield 92.8%. RXN SMILES: C[O-].[Na+].C(O)C.[NH2:7][C:8]([NH2:10])=[S:9].[C:11]([CH2:15][C:16](OC)=[O:17])(=O)[CH2:12][CH3:13]>O>[SH:9][C:8]1[NH:10][C:16](=[O:17])[CH:15]=[C:11]([CH2:12][CH3:13])[N:7]=1 |f:0.1|. Procedure: To a solution of sodium methoxide(24 g, 0.44 mol) and ethanol(180 ml) were added thiourea(15.22 g, 0.2 mol) and methyl propionylacetate(25.1 ml, 0.2 mol). After distillating solvent slowly, water(200 ml) was added to the reaction mixture, which was then heated to reflux for 30 minutes. Active carbon was added to the reaction mixture, which was then stirred for 5 minutes and filtered. The filtrate was cooled to a room temperature and acidified by glacial acetic acid and the resulting solid was fi... The reactants are C(C)(C)(C)OC(NN1C(C2=C(C=CC=C2C(=C1C)C(NCC1=CC(=CC=C1)I)=O)F)=O)=O ([8-Fluoro-4-(3-iodo-benzylcarbamoyl)-3-methyl-1-oxo-1H-isoquinolin-2-yl]-carbamic acid tert-butyl ester). Run in C(C)#N (acetonitrile). Yields the product IC=1C=C(CNC(=O)C2=C(N(C(C3=C(C=CC=C23)F)=O)N)C)C=CC1 (2-Amino-8-fluoro-3-methyl-1-oxo-1,2-dihydro-isoquinoline-4-carboxylic acid 3-iodo-benzylamide). As a reaction SMILES: C(OC(=O)[NH:7][N:8]1[C:17]([CH3:18])=[C:16]([C:19](=[O:29])[NH:20][CH2:21][C:22]2[CH:27]=[CH:26][CH:25]=[C:24]([I:28])[CH:23]=2)[C:15]2[C:10](=[C:11]([F:30])[CH:12]=[CH:13][CH:14]=2)[C:9]1=[O:31])(C)(C)C>C(#N)C>[I:28][C:24]1[CH:23]=[C:22]([CH:27]=[CH:26][CH:25]=1)[CH2:21][NH:20][C:19]([C:16]1[C:15]2[C:10](=[C:11]([F:30])[CH:12]=[CH:13][CH:14]=2)[C:9](=[O:31])[N:8]([NH2:7])[C:17]=1[CH3:18])=[O:29]. Procedure details: [8-Fluoro-4-(3-iodo-benzylcarbamoyl)-3-methyl-1-oxo-1H-isoquinolin-2-yl]-carbamic acid tert-butyl ester in acetonitrile (prepared as described in example 8) was heated to remove the tert-butoxy carbonyl group as described in the synthesis of 2-amino-3-methyl-1-oxo-1,2-dihydro-isoquinoline-4-carboxylic acid ((S)-1-phenyl-propyl)-amide to give the title compound. The reactants are FC1=CC2=C(C(=NO2)C2CCN(CC2)CC(=O)C2=C(SC3=C2C(NCCC3)=O)C)C=C1 (3-(2-(4-(6-fluoro-1,2-benzisoxazol-3-yl)piperidin-1-yl)acetyl)-2-methyl-5,6,7,8-tetrahydro-4H-thieno[3,2-c]azepin-4-one), C(C(=O)[O-])(=O)[O-] (oxalate), [BH4-].[Na+] (sodium borohydride), CO (methanol). RXN SMILES: [F:1][C:2]1[CH:31]=[CH:30][C:5]2[C:6]([CH:9]3[CH2:14][CH2:13][N:12]([CH2:15][C:16]([C:18]4[C:22]5[C:23](=[O:28])[NH:24][CH2:25][CH2:26][CH2:27][C:21]=5[S:20][C:19]=4[CH3:29])=[O:17])[CH2:11][CH2:10]3)=[N:7][O:8][C:4]=2[CH:3]=1.[C:32]([O-])(=O)[C:33]([O-:35])=[O:34].[BH4-].[Na+].C[OH:41]>>[OH2:8].[C:23]([OH:28])(=[O:41])/[CH:22]=[CH:32]/[C:33]([OH:35])=[O:34].[C:23]([OH:28])(=[O:41])/[CH:22]=[CH:32]/[C:33]([OH:35])=[O:34].[F:1][C:2]1[CH:31]=[CH:30][C:5]2[C:6]([CH:9]3[CH2:10][CH2:11][N:12]([CH2:15][CH:16]([C:18]4[C:22]5[C:23](=[O:28])[NH:24][CH2:25][CH2:26][CH2:27][C:21]=5[S:20][C:19]=4[CH3:29])[OH:17])[CH2:13][CH2:14]3)=[N:7][O:8][C:4]=2[CH:3]=1 |f:2.3,5.6.7.8|. Reaction conditions: time 10 minute. The product is O.C(\C=C\C(=O)O)(=O)O.C(\C=C\C(=O)O)(=O)O.FC1=CC2=C(C(=NO2)C2CCN(CC2)CC(O)C2=C(SC3=C2C(NCCC3)=O)C)C=C1 (3-(2-(4-(6-fluoro-1,2-benzisoxazol-3-yl)piperidin-1-yl)-1-hydroxyethyl)-2-methyl-5,6,7,8-tetrahydro-4H-thieno[3,2-c]azepin-4-one difumarate monohydrate). Procedure: To a solution of 0.4 g of 3-(2-(4-(6-fluoro-1,2-benzisoxazol-3-yl)piperidin-1-yl)acetyl)-2-methyl-5,6,7,8-tetrahydro-4H-thieno[3,2-c]azepin-4-one (m.p. 175°-176° C. as oxalate thereof) in 20 ml of methanol was added 0.5 g of sodium borohydride under cooling. The mixture was stirred for 10 minutes and concentrated. Water was added thereto and the solution was extracted with ethyl acetate. The extract was washed with water, dried and the solvent was distilled away. The residue was treated with fum... Reactants: C(C)(C)(C)OC(=O)NCC1=CC=C(C=C1)N1C(OC(C1)C(=O)N1CCN(CC1)CCC(=O)O)=O (3-{1-[3-(4-tert-butoxycarbonylaminomethylphenyl)-2-oxo-5-oxazolidinylcarbonyl]-4-piperazinyl}propionic acid), C(C)(=O)[O-] (acetate), Cl (HCl). Yields the product Cl.Cl.NCC1=CC=C(C=C1)N1C(OC(C1)C(=O)N1CCN(CC1)CCC(=O)O)=O (3-{1-[3-(4-aminomethylphenyl)-2-oxo-5-oxazolidinylcarbonyl]-4-piperazinyl}propionic acid, dihydrochloride). RXN SMILES: C(OC([NH:8][CH2:9][C:10]1[CH:15]=[CH:14][C:13]([N:16]2[CH2:20][CH:19]([C:21]([N:23]3[CH2:28][CH2:27][N:26]([CH2:29][CH2:30][C:31]([OH:33])=[O:32])[CH2:25][CH2:24]3)=[O:22])[O:18][C:17]2=[O:34])=[CH:12][CH:11]=1)=O)(C)(C)C.C([O-])(=O)C.[ClH:39]>>[ClH:39].[ClH:39].[NH2:8][CH2:9][C:10]1[CH:15]=[CH:14][C:13]([N:16]2[CH2:20][CH:19]([C:21]([N:23]3[CH2:24][CH2:25][N:26]([CH2:29][CH2:30][C:31]([OH:33])=[O:32])[CH2:27][CH2:28]3)=[O:22])[O:18][C:17]2=[O:34])=[CH:12][CH:11]=1 |f:3.4.5|. Procedure: 0.43 g of 3-{1-[3-(4-tert-butoxycarbonylaminomethylphenyl)-2-oxo-5-oxazolidinylcarbonyl]-4-piperazinyl}propionic acid, acetate, is stirred in 30 ml of ethereal HCl solution at room temperature. The precipitate formed is filtered off with suction, washed with a little ether and dried. 3-{1-[3-(4-aminomethylphenyl)-2-oxo-5-oxazolidinylcarbonyl]-4-piperazinyl}propionic acid, dihydrochloride, is obtained, m.p. 184°-186°.